This data is from the Open Reaction Database (ORD), a public repository of structured organic reaction records. The task is: describe an organic reaction: reactants, conditions, products, and yield Starting materials: O=C([O-])[O-], [Cs+], [Cs+], O=[N+]([O-])c1ccccc1S(=O)(=O)OCCOS(=O)(=O)c1ccccc1[N+](=O)[O-], CN(C)C=O, O, c1ccc2c(c1)[nH]c1ccccc12. The product is O=[N+]([O-])c1ccccc1S(=O)(=O)OCCOc1ccc2c(c1)[nH]c1ccccc12. Reaction SMILES: [C:47](=[O:48])([O-:49])[O-:50].[Cs+:51].[Cs+:52].[N+:19](=[O:20])([O-:21])[c:22]1[c:23]([S:28](=[O:29])(=[O:30])[O:31][CH2:32][CH2:33][O:34][S:35]([c:36]2[cH:37][cH:38][cH:39][cH:40][c:41]2[N+:42]([O-:43])=[O:44])(=[O:45])=[O:46])[cH:24][cH:25][cH:26][cH:27]1.[O:1]=[CH:2][N:3]([CH3:4])[CH3:5].[OH2:53].[cH:6]1[cH:7][cH:8][cH:9][c:10]2[c:11]3[cH:12][cH:13][cH:14][cH:15][c:16]3[nH:17][c:18]12>>[cH:6]1[c:7]([O:34][CH2:33][CH2:32][O:31][S:28]([c:23]2[c:22]([N+:19](=[O:20])[O-:21])[cH:27][cH:26][cH:25][cH:24]2)(=[O:29])=[O:30])[cH:8][cH:9][c:10]2[c:11]3[cH:12][cH:13][cH:14][cH:15][c:16]3[nH:17][c:18]12. Starting materials: C(C(C)(C)C)(=O)Cl (Pivaloyl chloride), C(C)(=O)OCC#C (propargyl acetate), [I-] (iodide), CO (MeOH). Reagents/catalysts: [Pd](Cl)Cl.C1(=CC=CC=C1)P(C1=CC=CC=C1)C1=CC=CC=C1.C1(=CC=CC=C1)P(C1=CC=CC=C1)C1=CC=CC=C1 (bis-(triphenylphosphine) palladium(II)-dichloride). Run in CCN(CC)CC (NEt3). Product: CC(C(C#CCOC(C)=O)=O)(C)C (Acetic acid 5,5-dimethyl-4-oxo-hex-2-ynyl ester). Reaction SMILES: [C:1](Cl)(=[O:6])[C:2]([CH3:5])([CH3:4])[CH3:3].[C:8]([O:11][CH2:12][C:13]#[CH:14])(=[O:10])[CH3:9].[I-].CO>CCN(CC)CC.[Pd](Cl)Cl.C1(P(C2C=CC=CC=2)C2C=CC=CC=2)C=CC=CC=1.C1(P(C2C=CC=CC=2)C2C=CC=CC=2)C=CC=CC=1>[CH3:3][C:2]([CH3:5])([CH3:4])[C:1](=[O:6])[C:14]#[C:13][CH2:12][O:11][C:8](=[O:10])[CH3:9] |f:5.6.7|. Reported procedure: Pivaloyl chloride (612 μl), propargyl acetate (644 μl), cupper iodide (12 mg) and bis-(triphenylphosphine) palladium(II)-dichloride (9.1 mg) in NEt3 (10 ml) were stirred at RT for 24 h. MeOH was added and the mixture was evaporated off. The residue was taken up in Et2O and the resulting suspension filtered off. The solution was washed with a 1M HCl solution, water, dried (Na2SO4) and evaporated off. Column chromatography (EA/Hept 1/3) afforded 343 mg of the desired compound. Reactants: [H-].[Na+] (sodium hydride), ice water, Cl (hydrochloric acid), ClC1=CC=C(C=C1)C(C(=O)OC)C#N (methyl 2-(4-chlorophenyl)cyanoacetate), FC(C1=C(C(=O)Cl)C=CC=C1)(F)F (2-trifluoromethylbenzoyl chloride). Solvent: O (water), O1CCCC1 (tetrahydrofuran), O1CCCC1 (tetrahydrofuran). Product: ClC1=CC=C(C=C1)C(C(=O)OC)(C(C1=C(C=CC=C1)C(F)(F)F)=O)C#N (Methyl 2-(4-Chlorophenyl)-2-(2-Trifluoromethylbenzoyl)Cyanoacetate). The yield is 58.9%. As a reaction SMILES: [H-].[Na+].[Cl:3][C:4]1[CH:9]=[CH:8][C:7]([CH:10]([C:15]#[N:16])[C:11]([O:13][CH3:14])=[O:12])=[CH:6][CH:5]=1.[F:17][C:18]([F:29])([F:28])[C:19]1[CH:27]=[CH:26][CH:25]=[CH:24][C:20]=1[C:21](Cl)=[O:22].Cl>O1CCCC1.O>[Cl:3][C:4]1[CH:5]=[CH:6][C:7]([C:10]([C:15]#[N:16])([C:21](=[O:22])[C:20]2[CH:24]=[CH:25][CH:26]=[CH:27][C:19]=2[C:18]([F:17])([F:28])[F:29])[C:11]([O:13][CH3:14])=[O:12])=[CH:8][CH:9]=1 |f:0.1|. Procedure: 0.10 g (2.6 mmols) of sodium hydride was suspended in 20 ml of tetrahydrofuran. To the suspension was added dropwise, while stirring and cooling, 5 ml of a tetrahydrofuran solution in which 0.42 g (2.0 mmols) of methyl 2-(4-chlorophenyl)cyanoacetate and 0.41 g (2.6 mmols) of 2-trifluoromethylbenzoyl chloride had been dissolved. The mixture was stirred at room temperature over night. The reaction mixture was poured into ice water. The water phase thereof was acidified by diluted hydrochloric acid... The reactants are ice, [H-].[H-].[H-].[H-].[Li+].[Al+3] (LiAlH4), ClC=1C=C2C=C(NC2=CC1Cl)C(=O)OCC (Ethyl 5,6-dichloro-1H-indole-2-carboxylate). The reagents and catalysts are O=[Mn]=O (MnO2). The solvent is C1CCOC1 (THF), C1CCOC1 (THF), C(Cl)Cl (CH2Cl2). Reaction conditions: temperature 0 celsius, time 45 minute. Product: ClC=1C=C2C=C(NC2=CC1Cl)C=O (5,6-Dichloro-1H-indole-2-carboxaldehyde). The yield is 65.4%. Reaction SMILES: [Cl:1][C:2]1[CH:3]=[C:4]2[C:8](=[CH:9][C:10]=1[Cl:11])[NH:7][C:6]([C:12](OCC)=[O:13])=[CH:5]2.[H-].[H-].[H-].[H-].[Li+].[Al+3]>C1COCC1.C(Cl)Cl.O=[Mn]=O>[Cl:1][C:2]1[CH:3]=[C:4]2[C:8](=[CH:9][C:10]=1[Cl:11])[NH:7][C:6]([CH:12]=[O:13])=[CH:5]2 |f:1.2.3.4.5.6|. Procedure details: Ethyl 5,6-dichloro-1H-indole-2-carboxylate (77.5 g, 301 mmol) dissolved in dry THF (70 ml) was added dropwise to an ice cold solution of LiAlH4 (19.17 g, 505 mmol) in anhydrous THF (1000 ml) under nitrogen. The mixture was stirred for 45 min at 0° C. and then quenched by the sequential addition of water (20 ml), 15% aqueous NaOH (20 ml) and water (60 ml). The mixture was filtered through-a Celite pad and then washed with THF (2×500 ml). The filtrate dried over Na2SO4 and evaporated at reduced pr... Starting materials: CO (MeOH), C1(=CC=C(C=C1)S(=O)(=O)C[N+]#[C-])C (p-toluenesulfonylmethyl isocyanide), CO (MeOH), C1=NC=CC2=CC(=CC=C12)C=O (isoquinoline-6-carbaldehyde), C[O-].[Na+] (sodium methoxide). The solvent is O (Water). Reaction conditions: temperature 0 celsius. Yields the product O1C=NC=C1C=1C=C2C=CN=CC2=CC1 (6-(oxazol-5-yl)isoquinoline). Yield: 84.9%. Reaction SMILES: C1(C)C=CC(S([CH2:10][N+:11]#[C-:12])(=O)=O)=CC=1.CO.C[O-].[Na+].[CH:19]1[C:28]2[C:23](=[CH:24][C:25]([CH:29]=[O:30])=[CH:26][CH:27]=2)[CH:22]=[CH:21][N:20]=1>O>[O:30]1[C:29]([C:25]2[CH:24]=[C:23]3[C:28](=[CH:27][CH:26]=2)[CH:19]=[N:20][CH:21]=[CH:22]3)=[CH:12][N:11]=[CH:10]1 |f:2.3|. Procedure: To a 150 mL round-bottomed flask was added p-toluenesulfonylmethyl isocyanide (3.50 g, 18.0 mmol) and MeOH, followed by sodium methoxide (11.0 mL, 50.9 mmol) and a MeOH solution of isoquinoline-6-carbaldehyde (2.35 g, 15.0 mmol). The solution was stirred at reflux for about 1 hour and followed by LCMS. Water was added (50 mL) and the MeOH was removed in vacuo. The suspension was cooled to 0° C., and the resulting precipitate was filtered and dried in a vacuum oven overnight to give 6-(oxazol-5-y...